Dataset: the Open Reaction Database (ORD), a public repository of structured organic reaction records. Task: describe an organic reaction: reactants, conditions, products, and yield The reactants are C(C)(=O)O (acetic acid), C=O (Paraformaldehyde), NC1C(CN(CC1)CC1=CC=CC=C1)(C)CC (4-amino-1-benzyl-3-ethyl-3-methylpiperidine), C(#N)[BH3-].[Na+] (sodium cyanoborohydride). Solvent: CO (methanol). Conditions: time 24 hour. Product: C(C1=CC=CC=C1)N1CC(C(CC1)N(C)C)(C)CC (1benzyl-4-dimethylamino-3-ethyl-3-methylpiperidine). Reaction SMILES: C=O.N[CH:4]1[CH2:9][CH2:8][N:7]([CH2:10][C:11]2[CH:16]=[CH:15][CH:14]=[CH:13][CH:12]=2)[CH2:6][C:5]1([CH2:18][CH3:19])[CH3:17].[C:20]([BH3-])#[N:21].[Na+].[C:24](O)(=O)C>CO>[CH2:10]([N:7]1[CH2:8][CH2:9][CH:4]([N:21]([CH3:20])[CH3:24])[C:5]([CH2:18][CH3:19])([CH3:17])[CH2:6]1)[C:11]1[CH:16]=[CH:15][CH:14]=[CH:13][CH:12]=1 |f:2.3|. Reported procedure: Paraformaldehyde (10 g) was added to the stirred solution of 4-amino-1-benzyl-3-ethyl-3-methylpiperidine (8.0 g, 34 mmol) in methanol (100 ml) at 0° C. and sodium cyanoborohydride (2.14 g, 34 mmol) was added to it. Then, acetic acid (2 ml) was added to the resulting mixture and stirring was continued for 24 hr at ambient temperature. The reaction mixture was concentrated to dryness, triturated with water, acidified with conc. HCl (pH 3˜4) and extracted with ethyl acetate to remove impurities. Th... The reactants are C(=O)(C(F)(F)F)O (TFA), CC(C)(C)[O-].[Na+] (NaOtBu), C1(=C(C=CC=C1)P(C(C)(C)C)C(C)(C)C)C1=CC=CC=C1 (biphenyl-2-yl-di-tert-butyl-phosphane), NC1=CC=CC=C1 (aniline), BrC1=CC=C2C(=N1)N(C=C2)[Si](C(C)C)(C(C)C)C(C)C (6-bromo-1-(triisopropylsilyl)-1H-pyrrolo[2,3-b]pyridine), [Br-] (bromide). The reagents and catalysts are catalyst, CC(=O)[O-].CC(=O)[O-].[Pd+2] (Pd(OAc)2). Run in C1(=CC=CC=C1)C (toluene), C1(=CC=CC=C1)C (toluene). Yields the product C1(=CC=CC=C1)NC1=CC=C2C(=N1)NC=C2 (N-phenyl-1H-pyrrolo[2,3-b]pyridin-6-amine). As a reaction SMILES: [NH2:1][C:2]1[CH:7]=[CH:6][CH:5]=[CH:4][CH:3]=1.Br[C:9]1[N:14]=[C:13]2[N:15]([Si](C(C)C)(C(C)C)C(C)C)[CH:16]=[CH:17][C:12]2=[CH:11][CH:10]=1.[Br-].C1(C2C=CC=CC=2)C=CC=CC=1P(C(C)(C)C)C(C)(C)C.CC([O-])(C)C.[Na+].C(O)(C(F)(F)F)=O>C1(C)C=CC=CC=1.CC([O-])=O.CC([O-])=O.[Pd+2]>[C:2]1([NH:1][C:9]2[N:14]=[C:13]3[NH:15][CH:16]=[CH:17][C:12]3=[CH:11][CH:10]=2)[CH:7]=[CH:6][CH:5]=[CH:4][CH:3]=1 |f:4.5,8.9.10|. Reported procedure: A 1 dram vial was charged with aniline (2-3 equiv), and 0.200 mL of the 588 stock solution of bromide in toluene was added. A catalyst stock solution containing 3 mmol Pd(OAc)2, 3 mmol biphenyl-2-yl-di-tert-butyl-phosphane and 15 mL of toluene was prepared and 0.050 mL of the catalyst solution was added to the reaction. An excess of NaOtBu was added as a solid to the reaction. The vial was placed in an 80° C. oven for 60 minutes (shaken several times over the hour). After cooling, the reaction w...